Dataset: the Open Reaction Database (ORD), a public repository of structured organic reaction records. Task: describe an organic reaction: reactants, conditions, products, and yield Reactants: C(C)(C)(C)OC(=O)N1CCC(CC1)COC=1C=C(C=CC1)OS(=O)(=O)C1=C(C=CC=C1)Cl (2-Chlorobenzenesulfonic acid 3 -[[N-(tert-butoxycarbonyl)piperidin-4-yl]-methoxy]phenyl ester), Cl (HCl). The solvent is O1CCOCC1 (1,4-dioxan). Reaction conditions: time 2 hour. Yields the product N1CCC(CC1)COC=1C=C(C=CC1)OS(=O)(=O)C1=C(C=CC=C1)Cl (2-Chlorobenzenesulfonic acid 3-[(piperidin-4-yl)methoxy]phenyl ester). Yield: 78.6%. RXN SMILES: C(OC([N:8]1[CH2:13][CH2:12][CH:11]([CH2:14][O:15][C:16]2[CH:17]=[C:18]([O:22][S:23]([C:26]3[CH:31]=[CH:30][CH:29]=[CH:28][C:27]=3[Cl:32])(=[O:25])=[O:24])[CH:19]=[CH:20][CH:21]=2)[CH2:10][CH2:9]1)=O)(C)(C)C.Cl>O1CCOCC1>[NH:8]1[CH2:13][CH2:12][CH:11]([CH2:14][O:15][C:16]2[CH:17]=[C:18]([O:22][S:23]([C:26]3[CH:31]=[CH:30][CH:29]=[CH:28][C:27]=3[Cl:32])(=[O:24])=[O:25])[CH:19]=[CH:20][CH:21]=2)[CH2:10][CH2:9]1. Procedure: 2-Chlorobenzenesulfonic acid 3 -[[N-(tert-butoxycarbonyl)piperidin-4-yl]-methoxy]phenyl ester (565 mg, 1.2 mmol), as prepared in the preceding step, was treated with 30 mL of 4N HCl in 1,4-dioxan and stirred at room temperature for 2 h. After removing the solvent in vacuo, the residue was purified by flash column chromatography (5% methanol in methylene chloride to 5% methanol in methylene chloride saturated with NH3) to give the title compound as a white foam (360 mg, 79%). 1H-NMR (300 MHz, CDC... Starting materials: BrCCCC1=CC2=CC=C(C=C2C=C1)CCCBr (2,6-bis(3-bromopropyl)naphthalene), C(C)NCC (diethylamine). RXN SMILES: Br[CH2:2][CH2:3][CH2:4][C:5]1[CH:14]=[CH:13][C:12]2[C:7](=[CH:8][CH:9]=[C:10]([CH2:15][CH2:16][CH2:17]Br)[CH:11]=2)[CH:6]=1.[CH2:19]([NH:21][CH2:22][CH3:23])[CH3:20]>C(O)C>[CH2:19]([N:21]([CH2:22][CH3:23])[CH2:2][CH2:3][CH2:4][C:5]1[CH:14]=[CH:13][C:12]2[C:7](=[CH:8][CH:9]=[C:10]([CH2:15][CH2:16][CH2:17][N:21]([CH2:22][CH3:23])[CH2:19][CH3:20])[CH:11]=2)[CH:6]=1)[CH3:20]. The solvent is C(C)O (ethanol). Yields the product C(C)N(CCCC1=CC2=CC=C(C=C2C=C1)CCCN(CC)CC)CC (2,6-Bis(3-diethylaminopropyl)naphthalene). Procedure: To a solution of 132 mg of 2,6-bis(3-bromopropyl)naphthalene in 1 ml of absolute ethanol was added dropwise 368 μl of diethylamine at a room temperature with stirring, and the mixture was refluxed for 2.5 hours and then cooled. The reaction mixture was evaporated under a reduced pressure, and after adding 20 ml of water, extracted with 50 ml of benzene. The extract was washed with a saturated sodium chloride aqueous solution, dried over magnesium sulfate, filtered, and evaporated under a reduced... The reactants are O=C([O-])[O-], Ic1ccc(OCc2ccccc2)cc1, Cc1cc2ccccc2[nH]1, CN1CCCC1=O, [Cu]Br, [K+], [K+]. Product: Cc1cc2ccccc2n1-c1ccc(OCc2ccccc2)cc1. RXN SMILES: [C:26](=[O:27])([O-:28])[O-:29].[CH2:11]([c:12]1[cH:13][cH:14][cH:15][cH:16][cH:17]1)[O:18][c:19]1[cH:20][cH:21][c:22]([I:25])[cH:23][cH:24]1.[CH3:1][c:2]1[nH:3][c:4]2[cH:5][cH:6][cH:7][cH:8][c:9]2[cH:10]1.[CH3:34][N:35]1[CH2:36][CH2:37][CH2:38][C:39]1=[O:40].[Cu:32][Br:33].[K+:30].[K+:31]>>[CH3:1][c:2]1[n:3](-[c:22]2[cH:21][cH:20][c:19]([O:18][CH2:11][c:12]3[cH:13][cH:14][cH:15][cH:16][cH:17]3)[cH:24][cH:23]2)[c:4]2[cH:5][cH:6][cH:7][cH:8][c:9]2[cH:10]1. Reactants: FC(C(C(F)(F)F)(O)C1=CC=C(C=C1)CN1CCNCC1)(F)F (1,1,1,3,3,3-Hexafluoro-2-(4-(piperazin-1-ylmethyl)phenyl)propan-2-ol), [N+](=O)([O-])C=1C=C(C=CC1)S(=O)(=O)Cl (3-nitrobenzene-1-sulfonyl chloride), N1=CC=CC=C1 (pyridine). Run in ClCCl (dichloromethane). Reaction conditions: time 1 hour. Yields the product FC(C(C(F)(F)F)(O)C1=CC=C(C=C1)CN1CCN(CC1)S(=O)(=O)C1=CC(=CC=C1)[N+](=O)[O-])(F)F (1,1,1,3,3,3-Hexafluoro-2-(4-((4-(3-nitrophenylsulfonyl)piperazin-1-yl)methyl)phenyl)propan-2-ol). Yield: 70.1%. Reaction SMILES: [F:1][C:2]([F:23])([F:22])[C:3]([C:9]1[CH:14]=[CH:13][C:12]([CH2:15][N:16]2[CH2:21][CH2:20][NH:19][CH2:18][CH2:17]2)=[CH:11][CH:10]=1)([OH:8])[C:4]([F:7])([F:6])[F:5].[N+:24]([C:27]1[CH:28]=[C:29]([S:33](Cl)(=[O:35])=[O:34])[CH:30]=[CH:31][CH:32]=1)([O-:26])=[O:25].N1C=CC=CC=1>ClCCl>[F:23][C:2]([F:22])([F:1])[C:3]([C:9]1[CH:10]=[CH:11][C:12]([CH2:15][N:16]2[CH2:17][CH2:18][N:19]([S:33]([C:29]3[CH:30]=[CH:31][CH:32]=[C:27]([N+:24]([O-:26])=[O:25])[CH:28]=3)(=[O:34])=[O:35])[CH2:20][CH2:21]2)=[CH:13][CH:14]=1)([OH:8])[C:4]([F:7])([F:6])[F:5]. Procedure details: 1,1,1,3,3,3-Hexafluoro-2-(4-(piperazin-1-ylmethyl)phenyl)propan-2-ol (2.366 mmol, 810 mg), 3-nitrobenzene-1-sulfonyl chloride (2.366 mmol, 524 mg) and pyridine (4.73 mmol, 0.383 mL, 374 mg) were combined in dichloromethane (20 mL) and stirred at room temperature for 1 hour. The reaction mixture was washed with water, and the organic layer was separated, dried and concentrated under vacuum. The residue was purified by SCX chromatography to afford the title compound (875.3 mg). MS (ESI) m/z 528.0 ...